This data is from the Open Reaction Database (ORD), a public repository of structured organic reaction records. The task is: describe an organic reaction: reactants, conditions, products, and yield Starting materials: ClCC1=CC(=NC=C1)C#CC1=CC(=C(C(=C1)OC)OC)OC (4-Chloromethyl-2-(3,4,5-Trimethoxyphenylethynyl)-pyridine), N1CCNCCC1 (homopiperazine). The product is COC=1C=C(C=C(C1OC)OC)C#CC1=NC=CC(=C1)CN1CCN(CCC1)CC1=CC(=NC=C1)C#CC1=CC(=C(C(=C1)OC)OC)OC (N,N′-bis[[2-(3,4,5-Trimethoxyphenylethynyl)-pyridin-4-yl]m ethyl]homopiperazine). Reaction SMILES: Cl[CH2:2][C:3]1[CH:8]=[CH:7][N:6]=[C:5]([C:9]#[C:10][C:11]2[CH:16]=[C:15]([O:17][CH3:18])[C:14]([O:19][CH3:20])=[C:13]([O:21][CH3:22])[CH:12]=2)[CH:4]=1.[NH:23]1[CH2:29][CH2:28][CH2:27][NH:26][CH2:25][CH2:24]1>>[CH3:22][O:21][C:13]1[CH:12]=[C:11]([C:10]#[C:9][C:5]2[CH:4]=[C:3]([CH2:2][N:23]3[CH2:29][CH2:28][CH2:27][N:26]([CH2:2][C:3]4[CH:8]=[CH:7][N:6]=[C:5]([C:9]#[C:10][C:11]5[CH:16]=[C:15]([O:17][CH3:18])[C:14]([O:19][CH3:20])=[C:13]([O:21][CH3:22])[CH:12]=5)[CH:4]=4)[CH2:25][CH2:24]3)[CH:8]=[CH:7][N:6]=2)[CH:16]=[C:15]([O:17][CH3:18])[C:14]=1[O:19][CH3:20]. Procedure: 4-Chloromethyl-2-(3,4,5-Trimethoxyphenylethynyl)-pyridine (230 mg) and homopiperazine (32 mg) were reacted in the same manner in Example 1 to obtain the title compound as a free base.